This data is from the Open Reaction Database (ORD), a public repository of structured organic reaction records. The task is: describe an organic reaction: reactants, conditions, products, and yield Starting materials: CCN(C(C)C)C(C)C, C1CCOC1, CCN=C=NCCCN(C)C, NC1CC1, O=C(O)c1ccc(OCc2c(-c3ccc(Cl)cc3)noc2CO)nc1, Cl, O, On1nnc2ccccc21. The product is O=C(NC1CC1)c1ccc(OCc2c(-c3ccc(Cl)cc3)noc2CO)nc1. RXN SMILES: [CH2:41]([N:42]([CH:43]([CH3:44])[CH3:45])[CH:46]([CH3:47])[CH3:48])[CH3:49].[CH2:62]1[O:63][CH2:64][CH2:65][CH2:66]1.[CH3:51][N:52]([CH3:53])[CH2:54][CH2:55][CH2:56][N:57]=[C:58]=[N:59][CH2:60][CH3:61].[CH:26]1([NH2:29])[CH2:27][CH2:28]1.[Cl:1][c:2]1[cH:3][cH:4][c:5](-[c:8]2[n:9][o:10][c:11]([CH2:24][OH:25])[c:12]2[CH2:13][O:14][c:15]2[n:16][cH:17][c:18]([C:19](=[O:20])[OH:21])[cH:22][cH:23]2)[cH:6][cH:7]1.[ClH:50].[OH2:30].[OH:31][n:32]1[c:33]2[cH:34][cH:35][cH:36][cH:37][c:38]2[n:39][n:40]1>>[Cl:1][c:2]1[cH:3][cH:4][c:5](-[c:8]2[n:9][o:10][c:11]([CH2:24][OH:25])[c:12]2[CH2:13][O:14][c:15]2[n:16][cH:17][c:18]([C:19](=[O:21])[NH:29][CH:26]3[CH2:27][CH2:28]3)[cH:22][cH:23]2)[cH:6][cH:7]1. Product: NCCN1C=C(C=CC1=O)C1=C(C=CC(=N1)NC(=O)C1(CC1)C1=CC2=C(OC(O2)(F)F)C=C1)C (N-(6-(1-(2-aminoethyl)-6-oxo-1,6-dihydropyridin-3-yl)-5-methylpyridin-2-yl)-1-(2,2-difluorobenzo[d][1,3]dioxol-5-yl)cyclopropanecarboxamide). Reaction conditions: temperature 100 celsius. As a reaction SMILES: [F:1][C:2]1([F:31])[O:6][C:5]2[CH:7]=[CH:8][C:9]([C:11]3([C:14]([NH:16][C:17]4[CH:22]=[CH:21][C:20]([CH3:23])=[C:19]([C:24]5[CH:29]=[CH:28][C:27](=[O:30])[NH:26][CH:25]=5)[N:18]=4)=[O:15])[CH2:13][CH2:12]3)=[CH:10][C:4]=2[O:3]1.Br[CH2:33][CH2:34][NH:35]C(=O)OCCCC.C(=O)([O-])[O-].[K+].[K+]>CN(C)C=O>[NH2:35][CH2:34][CH2:33][N:26]1[C:27](=[O:30])[CH:28]=[CH:29][C:24]([C:19]2[N:18]=[C:17]([NH:16][C:14]([C:11]3([C:9]4[CH:8]=[CH:7][C:5]5[O:6][C:2]([F:1])([F:31])[O:3][C:4]=5[CH:10]=4)[CH2:13][CH2:12]3)=[O:15])[CH:22]=[CH:21][C:20]=2[CH3:23])=[CH:25]1 |f:2.3.4|. Reported procedure: To a flask containing 1-(2,2-difluorobenzo[d][1,3]dioxol-5-yl)-N-(5-methyl-6-(6-oxo-1,6-dihydropyridin-3-yl)pyridin-2-yl)cyclopropanecarboxamide (0.13 g, 0.3 mmol), ten-butyl 2-bromoethylcarbamate (0.35 g, 1.6 mmol), and potassium carbonate (0.5 g, 3.1 mmol) was added N,N-dimethylformamide (5 mL) and the reaction mixture was heated to 100° C. for 2 hours. The reaction was purified by reverse-phase preparative liquid chromatography to give the product (24 mg, 17%). ESI-MS m/z calc. 468.16. found ... Reactants: FC1(OC2=C(O1)C=CC(=C2)C2(CC2)C(=O)NC2=NC(=C(C=C2)C)C2=CNC(C=C2)=O)F (1-(2,2-difluorobenzo[d][1,3]dioxol-5-yl)-N-(5-methyl-6-(6-oxo-1,6-dihydropyridin-3-yl)pyridin-2-yl)cyclopropanecarboxamide), BrCCNC(OCCCC)=O (butyl 2-bromoethylcarbamate), C([O-])([O-])=O.[K+].[K+] (potassium carbonate). Yield: 17.1%. The solvent is CN(C=O)C (N,N-dimethylformamide).